From a dataset of the Open Reaction Database (ORD), a public repository of structured organic reaction records. describe an organic reaction: reactants, conditions, products, and yield Starting materials: COc1cc(B2OC(C)(C)C(C)(C)O2)ccc1O, Clc1cncc(NC2CCCc3ccccc32)n1. Yields the product COc1cc(-c2cncc(NC3CCCc4ccccc43)n2)ccc1O. RXN SMILES: [CH3:19][O:20][c:21]1[c:22]([OH:36])[cH:23][cH:24][c:25]([B:27]2[O:28][C:29]([CH3:30])([CH3:31])[C:32]([CH3:33])([CH3:34])[O:35]2)[cH:26]1.[Cl:1][c:2]1[cH:3][n:4][cH:5][c:6]([NH:8][CH:9]2[CH2:10][CH2:11][CH2:12][c:13]3[cH:14][cH:15][cH:16][cH:17][c:18]32)[n:7]1>>[c:2]1(-[c:25]2[cH:24][cH:23][c:22]([OH:36])[c:21]([O:20][CH3:19])[cH:26]2)[cH:3][n:4][cH:5][c:6]([NH:8][CH:9]2[CH2:10][CH2:11][CH2:12][c:13]3[cH:14][cH:15][cH:16][cH:17][c:18]32)[n:7]1.